Dataset: the Open Reaction Database (ORD), a public repository of structured organic reaction records. Task: describe an organic reaction: reactants, conditions, products, and yield Starting materials: CC(=O)OCC(=O)C1(OC(C)=O)CCC2C3CCC4=CC(=O)CCC4(C)C3CCC21C, ClCCl, CC(=O)[O-], [Na+], O, O=P(Cl)(Cl)Cl. Product: C=C1CC2C(CCC3(C)C2CCC3(OC(C)=O)C(=O)COC(C)=O)C2(C)CCC(=O)C=C12. Reaction SMILES: [C:6]([CH3:7])(=[O:8])[O:9][C:10]1([C:11]([CH2:12][O:13][C:14]([CH3:15])=[O:16])=[O:17])[CH2:18][CH2:19][CH:20]2[CH:21]3[CH2:22][CH2:23][C:24]4=[CH:25][C:26](=[O:36])[CH2:27][CH2:28][C:29]4([CH3:30])[CH:31]3[CH2:32][CH2:33][C:34]12[CH3:35].[CH2:37]([Cl:38])[Cl:39].[CH3:2][C:3](=[O:4])[O-:5].[Na+:1].[OH2:45].[P:40]([Cl:41])([Cl:42])([Cl:43])=[O:44]>>[CH2:2]=[C:23]1[CH2:22][CH:21]2[CH:20]3[CH2:19][CH2:18][C:10]([O:9][C:6]([CH3:7])=[O:8])([C:11]([CH2:12][O:13][C:14]([CH3:15])=[O:16])=[O:17])[C:34]3([CH3:35])[CH2:33][CH2:32][CH:31]2[C:29]2([CH3:30])[C:24]1=[CH:25][C:26](=[O:36])[CH2:27][CH2:28]2. Reactants: FC1=C(C=C(C#N)C=C1)[N+](=O)[O-] (4-Fluoro-3-nitrobenzonitrile), CN (methylamine). RXN SMILES: F[C:2]1[CH:9]=[CH:8][C:5]([C:6]#[N:7])=[CH:4][C:3]=1[N+:10]([O-:12])=[O:11].[CH3:13][NH2:14]>C1COCC1>[CH3:13][NH:14][C:2]1[CH:9]=[CH:8][C:5]([C:6]#[N:7])=[CH:4][C:3]=1[N+:10]([O-:12])=[O:11]. Product: CNC1=C(C=C(C#N)C=C1)[N+](=O)[O-] (4-methylamino-3-nitrobenzonitrile). Reaction conditions: time 8 hour. The yield is 68.0%. Run in C1CCOC1 (THF). Reported procedure: 4-Fluoro-3-nitrobenzonitrile (0.25 g, 1.5 mmol) was cautiously added to a solution of methylamine (2.0 M, 5.0 mL) in THF. The mixture was stirred at room temperature for 8 h, concentrated under reduced pressure, and chromatographed (silica gel, DCM) to give the title product (0.18 g, 68%) as a yellow solid. 1H-NMR (CDCl3): δ 8.52 (1H, d), 8.41 (1H, br s), 7.64 (1H, dd), 6.92 (1H, d), 3.10 (3H, d).